From a dataset of the Open Reaction Database (ORD), a public repository of structured organic reaction records. describe an organic reaction: reactants, conditions, products, and yield Reactants: O=C([O-])[O-], O=C(OCc1ccccc1)ON1C(=O)CCC1=O, CC#N, [K+], [K+], COC(=O)C1(N)CCC(c2ccc(Br)cc2)C1, O. Product: COC(=O)C1(NC(=O)OCc2ccccc2)CCC(c2ccc(Br)cc2)C1. RXN SMILES: [C:36](=[O:37])([O-:38])[O-:39].[CH2:18]([c:19]1[cH:20][cH:21][cH:22][cH:23][cH:24]1)[O:25][C:26](=[O:27])[O:28][N:29]1[C:30](=[O:31])[CH2:32][CH2:33][C:34]1=[O:35].[CH3:42][C:43]#[N:44].[K+:40].[K+:41].[NH2:1][C:2]1([C:14](=[O:15])[O:16][CH3:17])[CH2:3][CH:4]([c:7]2[cH:8][cH:9][c:10]([Br:13])[cH:11][cH:12]2)[CH2:5][CH2:6]1.[OH2:45]>>[NH:1]([C:2]1([C:14](=[O:15])[O:16][CH3:17])[CH2:3][CH:4]([c:7]2[cH:8][cH:9][c:10]([Br:13])[cH:11][cH:12]2)[CH2:5][CH2:6]1)[C:26]([O:25][CH2:18][c:19]1[cH:20][cH:21][cH:22][cH:23][cH:24]1)=[O:27]. Reactants: C(#N)C1N(C=CC2=CC=CC(=C12)N1C=CC=C1)S(=O)(=O)C1=CC=C(C=C1)C (1-cyano-8-(pyrrol-1-yl)-2-toluene- p-sulphonyl-1,2-dihydroisoquinoline), [H-].[Na+] (sodium hydride). Run in CN(C=O)C (dimethylformamide). Conditions: time 16 hour. The product is C(#N)C1=NC=CC2=CC=CC(=C12)N1C=CC=C1 (1-cyano-8-(pyrrol-1-yl)isoquinoline). Yield: 100.2%. Reaction SMILES: [C:1]([CH:3]1[C:12]2[C:7](=[CH:8][CH:9]=[CH:10][C:11]=2[N:13]2[CH:17]=[CH:16][CH:15]=[CH:14]2)[CH:6]=[CH:5][N:4]1S(C1C=CC(C)=CC=1)(=O)=O)#[N:2].[H-].[Na+]>CN(C)C=O>[C:1]([C:3]1[C:12]2[C:7](=[CH:8][CH:9]=[CH:10][C:11]=2[N:13]2[CH:17]=[CH:16][CH:15]=[CH:14]2)[CH:6]=[CH:5][N:4]=1)#[N:2] |f:1.2|. Procedure details: A mixture of 1-cyano-8-(pyrrol-1-yl)-2-toluene- p-sulphonyl-1,2-dihydroisoquinoline (446.2 g.) and sodium hydride (50% dispersion in mineral oil) (68.7 g.) in dimethylformamide (2,232 cc.) is kept at a temperature of about 20° C. for 16 hours. Crude 1-cyano-8-(pyrrol-1-yl)isoquinoline (261 g.), melting at 178° C., is thus obtained. The reactants are CC(CS)C (2-methyl-1-propanethiol), C(C=C)#N (acrylonitrile), C[O-].[Na+] (sodium methoxide). Yields the product CC(CSCCC#N)C (β-(2-Methyl-1-propylmercapto)propionitrile). RXN SMILES: [CH3:1][CH:2]([CH3:5])[CH2:3][SH:4].[C:6](#[N:9])[CH:7]=[CH2:8].C[O-].[Na+]>>[CH3:1][CH:2]([CH3:5])[CH2:3][S:4][CH2:8][CH2:7][C:6]#[N:9] |f:2.3|. Procedure details: β-(2-Methyl-1-propylmercapto)propionitrile was prepared according to the procedure of Example 1 using 2-methyl-1-propanethiol (25.0 g; 0.28 moles), acrylonitrile (14.9 g; 0.28 moles) and sodium methoxide (0.5 g). Starting materials: O=C([O-])[O-], CN(C)CCCl, CN(C)C=O, CC(C)OC(C)C, Cl, [K+], [K+], O, O=Cc1ccc(O)cc1. Product: CN(C)CCOc1ccc(C=O)cc1. Reaction SMILES: [C:22](=[O:23])([O-:24])[O-:25].[CH3:11][N:12]([CH3:13])[CH2:14][CH2:15][Cl:16].[CH3:17][N:18]([CH3:19])[CH:20]=[O:21].[CH:28]([O:29][CH:30]([CH3:31])[CH3:32])([CH3:33])[CH3:34].[ClH:10].[K+:26].[K+:27].[OH2:35].[OH:1][c:2]1[cH:3][cH:4][c:5]([CH:6]=[O:7])[cH:8][cH:9]1>>[O:1]([c:2]1[cH:3][cH:4][c:5]([CH:6]=[O:7])[cH:8][cH:9]1)[CH2:15][CH2:14][N:12]([CH3:11])[CH3:13]. The reactants are O=Cc1cc(O)ccc1Br, O=C([O-])[O-], N#Cc1ccc(Cl)nc1OCCOC1CCCCO1, [K+], [K+], CN(C)C=O. The product is N#Cc1ccc(Oc2ccc(Br)c(C=O)c2)nc1OCCOC1CCCCO1. RXN SMILES: [Br:20][c:21]1[c:22]([CH:23]=[O:24])[cH:25][c:26]([OH:29])[cH:27][cH:28]1.[C:30](=[O:31])([O-:32])[O-:33].[Cl:1][c:2]1[n:3][c:4]([O:10][CH2:11][CH2:12][O:13][CH:14]2[O:15][CH2:16][CH2:17][CH2:18][CH2:19]2)[c:5]([C:6]#[N:7])[cH:8][cH:9]1.[K+:34].[K+:35].[O:36]=[CH:37][N:38]([CH3:39])[CH3:40]>>[c:2]1([O:29][c:26]2[cH:25][c:22]([CH:23]=[O:24])[c:21]([Br:20])[cH:28][cH:27]2)[n:3][c:4]([O:10][CH2:11][CH2:12][O:13][CH:14]2[O:15][CH2:16][CH2:17][CH2:18][CH2:19]2)[c:5]([C:6]#[N:7])[cH:8][cH:9]1.